Dataset: the Open Reaction Database (ORD), a public repository of structured organic reaction records. Task: describe an organic reaction: reactants, conditions, products, and yield Starting materials: C[C@]12CCC(=O)C=C1CC[C@@H]3[C@@H]2[C@H](C[C@]4([C@H]3CC[C@@]4(C(=O)CO)O)C)O (hydrocortisone), [O-][Bi](=O)=O.[Na+] (sodium bismuthate). Solvent: C(C)(=O)O (acetic acid). Yields the product O[C@@H]1[C@@H]2[C@]3(CCC(C=C3CC[C@H]2[C@@H]2CCC([C@@]2(C)C1)=O)=O)C (11β-Hydroxy-4-androstene-3,17-dione). RXN SMILES: [CH3:1][C@@:2]12[C@H:12]3[C@@H:13]([OH:26])[CH2:14][C@:15]4([CH3:25])[C@@:19]([OH:24])(C(CO)=O)[CH2:18][CH2:17][C@H:16]4[C@@H:11]3[CH2:10][CH2:9][C:8]1=[CH:7][C:5](=[O:6])[CH2:4][CH2:3]2.[O-][Bi](=O)=O.[Na+]>C(O)(=O)C>[OH:26][C@H:13]1[CH2:14][C@@:15]2([CH3:25])[C@@H:16]([CH2:17][CH2:18][C:19]2=[O:24])[C@H:11]2[C@H:12]1[C@:2]1([CH3:1])[C:8]([CH2:9][CH2:10]2)=[CH:7][C:5](=[O:6])[CH2:4][CH2:3]1 |f:1.2|. Reported procedure: 11β-Hydroxy-4-androstene-3,17-dione was synthesised in a single stage, oxidative reaction from hydrocortisone. The starting material was dissolved in acetic acid and allowed to react with sodium bismuthate overnight in the dark. The mixture was then filtered and washed with dichloromethane. The organic phase was separated, washed with water and neutralised with sodium bicarbonate (to pH 8). The organic phase was again separated and then washed, dried and filtered. Finally, the organic solvent wa... Starting materials: BrCC1=NC(=CC=C1)CBr (2,6-bis(bromomethyl)pyridine), O1C(CCC1)CO ((RS)-tetrahydrofuran-2-methanol). Yields the product BrCC1=NC(=CC=C1)COCC1OCCC1 (2-Bromomethyl-6-(tetrahydrofuran-2-ylmethoxymethyl)pyridine). Yield: 19.0%. RXN SMILES: Br[CH2:2][C:3]1[CH:8]=[CH:7][CH:6]=[C:5]([CH2:9][Br:10])[N:4]=1.[O:11]1[CH2:15][CH2:14][CH2:13][CH:12]1[CH2:16][OH:17]>>[Br:10][CH2:9][C:5]1[CH:6]=[CH:7][CH:8]=[C:3]([CH2:2][O:17][CH2:16][CH:12]2[CH2:13][CH2:14][CH2:15][O:11]2)[N:4]=1. Procedure: Prepared from 2,6-bis(bromomethyl)pyridine and (RS)-tetrahydrofuran-2-methanol by the alkylation method described for the final step of Example 32 to give the title compound (19%); NMR δH (400 MHz, CDCl3) 7.70 (1H, t, J 7.5 Hz), 7.42 (1H, d, J 7.5 Hz), 7.33 (1H, d, J 7.5 Hz), 4.73-4.65 (2H, m), 4.52 (2H, s), 4.17-4.10 (1H, m), 3.93-3.87 (1H, m), 3.82-3.77 (1H, m), 3.62-3.55 (2H, m), 2.03-1.85 (3H, m), 1.71-1.62 (1H, m); (M+H)+ 286, 288. Reactants: C, CO, [H][H], O=C1CNC(=O)N1Cc1ccc([N+](=O)[O-])cc1, [Pd]. The product is Nc1ccc(CN2C(=O)CNC2=O)cc1. As a reaction SMILES: [C:20].[CH3:18][OH:19].[H:22][H:23].[N+:1]([O-:2])(=[O:3])[c:4]1[cH:5][cH:6][c:7]([CH2:8][N:9]2[C:10](=[O:15])[NH:11][CH2:12][C:13]2=[O:14])[cH:16][cH:17]1.[Pd:21]>>[NH2:1][c:4]1[cH:5][cH:6][c:7]([CH2:8][N:9]2[C:10](=[O:15])[NH:11][CH2:12][C:13]2=[O:14])[cH:16][cH:17]1. Reactants: ClC=1C(=C(C=CC1)[C@H]1[C@@H](N[C@H]([C@]1(C#N)C1=C(C=C(C=C1)Cl)F)CC(C)(C)C)C(=O)NC=1N=CC(=NC1)C(=O)OCC)F (ethyl 5-((2R,3S,4R,5S)-3-(3-chloro-2-fluorophenyl)-4-(4-chloro-2-fluorophenyl)-4-cyano-5-neopentylpyrrolidine-2-carboxamido)pyrazine-2-carboxylate), CSC (DIMETHYL SULFIDE), [Br-].[Al+3].[Br-].[Br-] (ALUMINUM BROMIDE). Run in ClCCl (dichloromethane), C(C)(=O)OCC (ethyl acetate), C(C)#N (acetonitrile), CCOC(=O)C (EtOAc), O (water). Conditions: time 5 hour. Yields the product ClC1=CC(=C(C=C1)[C@@]1([C@H]([C@@H](N[C@H]1CC(C)(C)C)C(=O)NC=1N=CC(=NC1)C(=O)O)C1=C(C(=CC=C1)Cl)F)C#N)F (5-{[(2R,3S,4R,5S)-4-(4-Chloro-2-fluoro-phenyl)-3-(3-chloro-2-fluoro-phenyl)-4-cyano-5-(2,2-dimethyl-propyl)-pyrrolidine-2-carbonyl]-amino}-pyrazine-2-carboxylic acid). Reaction SMILES: [Cl:1][C:2]1[C:3]([F:42])=[C:4]([C@@H:8]2[C@:12]([C:15]3[CH:20]=[CH:19][C:18]([Cl:21])=[CH:17][C:16]=3[F:22])([C:13]#[N:14])[C@H:11]([CH2:23][C:24]([CH3:27])([CH3:26])[CH3:25])[NH:10][C@H:9]2[C:28]([NH:30][C:31]2[N:32]=[CH:33][C:34]([C:37]([O:39]CC)=[O:38])=[N:35][CH:36]=2)=[O:29])[CH:5]=[CH:6][CH:7]=1.CSC.[Br-].[Al+3].[Br-].[Br-]>ClCCl.C(#N)C.CCOC(C)=O.O>[Cl:21][C:18]1[CH:19]=[CH:20][C:15]([C@@:12]2([C:13]#[N:14])[C@H:11]([CH2:23][C:24]([CH3:26])([CH3:27])[CH3:25])[NH:10][C@@H:9]([C:28]([NH:30][C:31]3[N:32]=[CH:33][C:34]([C:37]([OH:39])=[O:38])=[N:35][CH:36]=3)=[O:29])[C@@H:8]2[C:4]2[CH:5]=[CH:6][CH:7]=[C:2]([Cl:1])[C:3]=2[F:42])=[C:16]([F:22])[CH:17]=1 |f:2.3.4.5|. Procedure: To a solution of ethyl 5-((2R,3S,4R,5S)-3-(3-chloro-2-fluorophenyl)-4-(4-chloro-2-fluorophenyl)-4-cyano-5-neopentylpyrrolidine-2-carboxamido)pyrazine-2-carboxylate (27.6 mg, 0.0448 mmol) in dichloromethane (2 ml) were added DIMETHYL SULFIDE (846 mg, 0.0136 mmol) and ALUMINUM BROMIDE (64.5 mg, 0.242 mmol). The mixture was stirred under argon for 5 hrs. The reaction mixture was diluted with acetonitrile (2 ml), EtOAc (10 ml) and water (10 ml) and stirred for several minutes. After more ethyl aceta...